From a dataset of the Open Reaction Database (ORD), a public repository of structured organic reaction records. describe an organic reaction: reactants, conditions, products, and yield The reactants are ClCCl (dichloromethane), C(C)(=O)O[BH-](OC(C)=O)OC(C)=O.[Na+] (Sodium triacetoxyborohydride), C1(=CC=CC=C1)C1=CC=C(C(=O)NCCCC=O)C=C1 (4-(4-phenylbenzoylamino)butyraldehyde), COC1=CC=C2CCNCC2=C1 (7-methoxy-1,2,3,4-tetrahydroisoquinoline). Run in ClCCCl (1,2-dichloroethane). Run at time 16 hour. The product is COC1=CC=C2CCN(CC2=C1)CCCCNC(C1=CC=C(C=C1)C1=CC=CC=C1)=O (7-Methoxy-N-(4-(4-phenylbenzoylamino)butyl)-1,2,3,4-tetrahydroisoquinoline). Isolated yield 82.7%. RXN SMILES: C(O[BH-](OC(=O)C)OC(=O)C)(=O)C.[Na+].[C:15]1([C:21]2[CH:34]=[CH:33][C:24]([C:25]([NH:27][CH2:28][CH2:29][CH2:30][CH:31]=O)=[O:26])=[CH:23][CH:22]=2)[CH:20]=[CH:19][CH:18]=[CH:17][CH:16]=1.[CH3:35][O:36][C:37]1[CH:46]=[C:45]2[C:40]([CH2:41][CH2:42][NH:43][CH2:44]2)=[CH:39][CH:38]=1.ClCCl>ClCCCl>[CH3:35][O:36][C:37]1[CH:46]=[C:45]2[C:40]([CH2:41][CH2:42][N:43]([CH2:31][CH2:30][CH2:29][CH2:28][NH:27][C:25](=[O:26])[C:24]3[CH:33]=[CH:34][C:21]([C:15]4[CH:20]=[CH:19][CH:18]=[CH:17][CH:16]=4)=[CH:22][CH:23]=3)[CH2:44]2)=[CH:39][CH:38]=1 |f:0.1|. Procedure details: Sodium triacetoxyborohydride (4.66 g, 22 mmol) was added to a stirred mixture of 4-(4-phenylbenzoylamino)butyraldehyde (3.92 g, 15 mmol) and 7-methoxy-1,2,3,4-tetrahydroisoquinoline [Daniel J. Sall et al., J. Med. Chem., 1987, 30, 2208] (2.40 g, 14.7 mmol) in 1,2-dichloroethane (200 ml) at room temperature. After stirring for 16 h, dichloromethane (100 ml) was added and the mixture was then washed with saturated aqueous K2CO3 (2×100 ml) and brine (100 ml). Drying (Na2SO 4) and evaporation in vac... Starting materials: COC(=O)c1ccc(-c2ccccc2)cc1NC(=O)c1cc(Br)ccc1OC(C)=O, O=C([O-])O, CCOC(C)=O, COCCOC, [Na+], O, Cl[Pd]Cl, c1ccc(P(c2ccccc2)c2ccccc2)cc1, c1ccc(P(c2ccccc2)c2ccccc2)cc1, OB(O)c1ccco1. Product: COC(=O)c1ccc(-c2ccccc2)cc1NC(=O)c1cc(-c2ccco2)ccc1OC(C)=O. As a reaction SMILES: [C:14]([CH3:15])(=[O:16])[O:17][c:18]1[c:19]([C:20](=[O:21])[NH:22][c:23]2[c:24]([C:25](=[O:26])[O:27][CH3:28])[cH:29][cH:30][c:31](-[c:33]3[cH:34][cH:35][cH:36][cH:37][cH:38]3)[cH:32]2)[cH:39][c:40]([Br:43])[cH:41][cH:42]1.[C:9](=[O:10])([OH:11])[O-:12].[CH3:85][CH2:86][O:87][C:88](=[O:89])[CH3:90].[CH3:92][O:93][CH2:94][CH2:95][O:96][CH3:97].[Na+:13].[OH2:91].[Pd:44]([Cl:45])[Cl:46].[c:47]1([P:48]([c:49]2[cH:50][cH:51][cH:52][cH:53][cH:54]2)[c:55]2[cH:56][cH:57][cH:58][cH:59][cH:60]2)[cH:61][cH:62][cH:63][cH:64][cH:65]1.[c:66]1([P:67]([c:68]2[cH:69][cH:70][cH:71][cH:72][cH:73]2)[c:74]2[cH:75][cH:76][cH:77][cH:78][cH:79]2)[cH:80][cH:81][cH:82][cH:83][cH:84]1.[o:1]1[c:2]([B:6]([OH:7])[OH:8])[cH:3][cH:4][cH:5]1>>[o:1]1[c:2](-[c:40]2[cH:39][c:19]([C:20](=[O:21])[NH:22][c:23]3[c:24]([C:25](=[O:26])[O:27][CH3:28])[cH:29][cH:30][c:31](-[c:33]4[cH:34][cH:35][cH:36][cH:37][cH:38]4)[cH:32]3)[c:18]([O:17][C:14]([CH3:15])=[O:16])[cH:42][cH:41]2)[cH:3][cH:4][cH:5]1. Reactants: ICC (iodoethane), C([O-])([O-])=O.[K+].[K+] (potassium carbonate), OC=1C=C(CO)C=CC1 (3-hydroxybenzyl alcohol). Run in CC(=O)C (acetone). Product: C(C)OC=1C=C(CO)C=CC1 (3-ethoxybenzyl alcohol). The yield is 95.1%. RXN SMILES: [OH:1][C:2]1[CH:3]=[C:4]([CH:7]=[CH:8][CH:9]=1)[CH2:5][OH:6].I[CH2:11][CH3:12].C(=O)([O-])[O-].[K+].[K+]>CC(C)=O>[CH2:11]([O:1][C:2]1[CH:3]=[C:4]([CH:7]=[CH:8][CH:9]=1)[CH2:5][OH:6])[CH3:12] |f:2.3.4|. Procedure details: To a mixture of 3-hydroxybenzyl alcohol (3.56 g) and acetone (100 ml) were added iodoethane (6.7 g) and potassium carbonate (7.9 g), and the resulting mixture was heated at reflux for 61 hours. The reaction mixture was concentrated, ethyl acetate was added to the residue and the resulting mixture was washed successively with water and an aqueous saturated solution of sodium chloride, and was then dried with anhydrous magnesium sulfate. The solvent was evaporated under reduced pressure to obtain ... Reactants: IC1=CC(=NC=C1)OC (4-iodo-2-methoxypyridine), ClC1=NC=CC=C1B(O)O (2-chloropyridine-3-boronic acid), C(=O)([O-])[O-].[Na+].[Na+] (Na2CO3), P(tBu)3·HBF4, O1CCOCC1 (dioxane). Reagents/catalysts: CC(=O)[O-].CC(=O)[O-].[Pd+2] (Pd(OAc)2). Run in O (water), CCOC(=O)C (EtOAc). Conditions: temperature 100 celsius. Product: ClC1=NC=CC=C1C1=CC(=NC=C1)OC (2-Chloro-3-(2-methoxypyridin-4-yl)pyridine). Reaction SMILES: I[C:2]1[CH:7]=[CH:6][N:5]=[C:4]([O:8][CH3:9])[CH:3]=1.[Cl:10][C:11]1[C:16](B(O)O)=[CH:15][CH:14]=[CH:13][N:12]=1.C([O-])([O-])=O.[Na+].[Na+].O1CCOCC1>CCOC(C)=O.CC([O-])=O.CC([O-])=O.[Pd+2].O>[Cl:10][C:11]1[C:16]([C:2]2[CH:7]=[CH:6][N:5]=[C:4]([O:8][CH3:9])[CH:3]=2)=[CH:15][CH:14]=[CH:13][N:12]=1 |f:2.3.4,7.8.9|. Reported procedure: To 4-iodo-2-methoxypyridine (834 mg, 3.55 mmol), 2-chloropyridine-3-boronic acid (838 mg, 5.32 mmol), Na2CO3 (1.13 g, 10.7 mmol), Pd(OAc)2 (40 mg, 0.18 mmol) and P(tBu)3·HBF4 (104 mg, 0.36 mmol) was added dioxane (12 mL) and water (4 mL). The mixture was heated overnight at 100° C. in a sealed tube. The resulting mixture was diluted with EtOAc and extracted with water and brine. The organic layer was dried over Na2SO4, filtered and concentrated. The resulting solid was triturated with MeOH and d... Product: CCCn1c(=O)c2c(NC)n(C(C)=O)nc2n(Cc2cccc(Cl)c2)c1=O. Reaction SMILES: [CH3:25][C:26](=[O:27])[O:28][C:29](=[O:30])[CH3:31].[Cl:1][c:2]1[cH:3][c:4]([CH2:5][n:6]2[c:7](=[O:21])[n:8]([CH2:18][CH2:19][CH3:20])[c:9](=[O:17])[c:10]3[c:11]2[nH:12][n:13][c:14]3[NH:15][CH3:16])[cH:22][cH:23][cH:24]1.[cH:32]1[cH:33][cH:34][n:35][cH:36][cH:37]1>>[Cl:1][c:2]1[cH:3][c:4]([CH2:5][n:6]2[c:7](=[O:21])[n:8]([CH2:18][CH2:19][CH3:20])[c:9](=[O:17])[c:10]3[c:11]2[n:12][n:13]([C:26]([CH3:25])=[O:27])[c:14]3[NH:15][CH3:16])[cH:22][cH:23][cH:24]1. The reactants are CC(=O)OC(C)=O, CCCn1c(=O)c2c(NC)n[nH]c2n(Cc2cccc(Cl)c2)c1=O, c1ccncc1. Starting materials: COc1cccc(C(=O)C2CCN(C(=O)O)CC2)c1OC, O=C(O)C(F)(F)F. Product: COc1cccc(C(=O)C2CCNCC2)c1OC. Reaction SMILES: [CH3:1][O:2][c:3]1[c:4]([C:5](=[O:6])[CH:7]2[CH2:8][CH2:9][N:10]([C:13]([OH:14])=[O:15])[CH2:11][CH2:12]2)[cH:16][cH:17][cH:18][c:19]1[O:20][CH3:21].[OH:22][C:23]([C:24]([F:25])([F:26])[F:27])=[O:28]>>[CH3:1][O:2][c:3]1[c:4]([C:5](=[O:6])[CH:7]2[CH2:8][CH2:9][NH:10][CH2:11][CH2:12]2)[cH:16][cH:17][cH:18][c:19]1[O:20][CH3:21]. The reactants are C1(CCCC1)CCC(=O)N(C1CCCC=2C=CC(=CC12)C(=O)OC)CC1=CC=C(C=C1)C#CC1=CC=C(C=C1)F (methyl 8-((3-cyclopentylpropanoyl){4-[(4-fluorophenyl)ethynyl]benzyl}amino)-5,6,7,8-tetrahydro-2-naphthalenecarboxylate), [Li+].[OH-] (LiOH). Reaction SMILES: [CH:1]1([CH2:6][CH2:7][C:8]([N:10]([CH2:25][C:26]2[CH:31]=[CH:30][C:29]([C:32]#[C:33][C:34]3[CH:39]=[CH:38][C:37]([F:40])=[CH:36][CH:35]=3)=[CH:28][CH:27]=2)[CH:11]2[C:20]3[CH:19]=[C:18]([C:21]([O:23]C)=[O:22])[CH:17]=[CH:16][C:15]=3[CH2:14][CH2:13][CH2:12]2)=[O:9])[CH2:5][CH2:4][CH2:3][CH2:2]1.[Li+].[OH-]>>[CH:1]1([CH2:6][CH2:7][C:8]([N:10]([CH2:25][C:26]2[CH:27]=[CH:28][C:29]([C:32]#[C:33][C:34]3[CH:39]=[CH:38][C:37]([F:40])=[CH:36][CH:35]=3)=[CH:30][CH:31]=2)[CH:11]2[C:20]3[CH:19]=[C:18]([C:21]([OH:23])=[O:22])[CH:17]=[CH:16][C:15]=3[CH2:14][CH2:13][CH2:12]2)=[O:9])[CH2:2][CH2:3][CH2:4][CH2:5]1 |f:1.2|. Procedure: The titled compound was prepared following the procedure F using methyl 8-((3-cyclopentylpropanoyl){4-[(4-fluorophenyl)ethynyl]benzyl}amino)-5,6,7,8-tetrahydro-2-naphthalenecarboxylate in the presence of LiOH as a white powder (87%). 1H NMR (MeOD, 300 MHz) δ 1.07 (m, 2H), 1.59-2.26 (m, 12H), 2.28 (qt, J=7.6 Hz, 1H), 2.48 (m, 1H), 2.61 (m, 1H), 2.83 (m, 2H), 4.21 (d, J=18.5 Hz, 0.6H), 4.64 (d, J=18.3 Hz, 0.4H), 4.80 (m, 1H), 5.29 (m, 0.4H) 5.95 (m, 0.6H), 7.10 (m, 3H), 7.24 (d, J=8.5 Hz, 2H), 7.3... Yields the product C1(CCCC1)CCC(=O)N(C1CCCC=2C=CC(=CC12)C(=O)O)CC1=CC=C(C=C1)C#CC1=CC=C(C=C1)F (8-((3-cyclopentylpropanoyl){4-[(4-fluorophenyl)ethynyl]-benzyl}amino)-5,6,7,8-tetrahydro-2-naphthalenecarboxylic acid). Reactants: CC(CC(C)=O)=O (pentane-2,4-dione), C1OC=2C=C(C=O)C=CC2O1 (3,4-methylenedioxybenzaldehyde), N1CCCCC1 (piperidine), CC(=O)O (HOAc). Run in C(C)(C)O (isopropanol). Reaction conditions: time 3 day. Product: C1OC=2C=C(C=CC2O1)C=C(C(C)=O)C(C)=O (3-(3,4-Methylenedioxyphenyl)methylenepentane-2,4-dione). The yield is 41.1%. As a reaction SMILES: [CH3:1][C:2](=[O:7])[CH2:3][C:4](=[O:6])[CH3:5].[CH2:8]1[O:18][C:17]2[CH:16]=[CH:15][C:12]([CH:13]=O)=[CH:11][C:10]=2[O:9]1.N1CCCCC1.CC(O)=O>C(O)(C)C>[CH2:8]1[O:18][C:17]2[CH:16]=[CH:15][C:12]([CH:13]=[C:3]([C:2](=[O:7])[CH3:1])[C:4](=[O:6])[CH3:5])=[CH:11][C:10]=2[O:9]1. Procedure details: A mixture of pentane-2,4-dione (20.0 g, 200 mmol), 3,4-methylenedioxybenzaldehyde (32.2 g, 200 mmol), piperidine (1.98 mL, 20.0 mmol), and HOAc (1.20 mL, 20.0 mmol) in 200 mL of isopropanol were stirred at room temperature for 3 days (no precipitate). The solvent was remove in vacuo, and the crude product was heated to 50-70° C. under reduced pressure for 0.5 hours (no solids). The crude product was chromatographed on 900 g of silica packed with 10% EtOAc-hexane. The column was eluted with incre... Starting materials: O (H2O), C=O (formaldehyde), [B-]C#N.[Na+] (sodium cyanotrihydroborate), CN1C=NC(=C1)S(=O)(=O)N1CC2=CC(=CC=C2CC1)C(CN)CC1=CC=CC=C1 (2-(2-(1-methyl-1H-imidazol-4-ylsulfonyl)-1,2,3,4-tetrahydroisoquinolin-7-yl)-3-phenylpropan-1-amine). Run in CO (methanol). Yields the product CN(CC(CC1=CC=CC=C1)C1=CC=C2CCN(CC2=C1)S(=O)(=O)C=1N=CN(C1)C)C (N,N-Dimethyl-2-(2-(1-methyl-1H-imidazol-4-ylsulfonyl)-1,2,3,4-tetrahydroisoquinolin-7-yl)-3-phenylpropan-1-amine). Isolated yield 18.1%. Reaction SMILES: [CH3:1][N:2]1[CH:6]=[C:5]([S:7]([N:10]2[CH2:19][CH2:18][C:17]3[C:12](=[CH:13][C:14]([CH:20]([CH2:23][C:24]4[CH:29]=[CH:28][CH:27]=[CH:26][CH:25]=4)[CH2:21]N)=[CH:15][CH:16]=3)[CH2:11]2)(=[O:9])=[O:8])[N:4]=[CH:3]1.[CH2:30]=O.[B-][C:33]#[N:34].[Na+].O>CO>[CH3:30][N:34]([CH3:33])[CH2:21][CH:20]([C:14]1[CH:13]=[C:12]2[C:17]([CH2:18][CH2:19][N:10]([S:7]([C:5]3[N:4]=[CH:3][N:2]([CH3:1])[CH:6]=3)(=[O:9])=[O:8])[CH2:11]2)=[CH:16][CH:15]=1)[CH2:23][C:24]1[CH:29]=[CH:28][CH:27]=[CH:26][CH:25]=1 |f:2.3|. Procedure: 0.058 mmol of 2-(2-(1-methyl-1H-imidazol-4-ylsulfonyl)-1,2,3,4-tetrahydroisoquinolin-7-yl)-3-phenylpropan-1-amine (example 1) were dissolved in 2 ml of methanol. A solution of formaldehyde (0.351 mmol, 37%) and 0.351 mmol of sodium cyanotrihydroborate were added and the mixture was stirred at room temperature over night. H2O was added to the reaction mixture and the aqueous phase was extracted with CH2Cl2. The combined organic phases were dried over MgSO4 and filtered. The filtrate was concentra... Starting materials: FC(C(=O)NC1=C(C=CC(=C1)C#C[Si](C)(C)C)C)(F)F (2,2,2-trifluoro-N-{2-methyl-5-[(trimethylsilyl)ethynyl]phenyl}-acetamide), solution, [F-].C(CCC)[N+](CCCC)(CCCC)CCCC (tetrabutylammonium fluoride). The solvent is O (water), C1CCOC1 (THF), C1CCOC1 (THF). Product: C(#C)C=1C=CC(=C(C1)NC(C(F)(F)F)=O)C (N-(5-Ethynyl-2-methylphenyl)-2,2,2-trifluoroacetamide). The yield is 78.3%. As a reaction SMILES: [F:1][C:2]([F:20])([F:19])[C:3]([NH:5][C:6]1[CH:11]=[C:10]([C:12]#[C:13][Si](C)(C)C)[CH:9]=[CH:8][C:7]=1[CH3:18])=[O:4].[F-].C([N+](CCCC)(CCCC)CCCC)CCC>C1COCC1.O>[C:12]([C:10]1[CH:9]=[CH:8][C:7]([CH3:18])=[C:6]([NH:5][C:3](=[O:4])[C:2]([F:19])([F:1])[F:20])[CH:11]=1)#[CH:13] |f:1.2|. Procedure details: To a solution of 2,2,2-trifluoro-N-{2-methyl-5-[(trimethylsilyl)ethynyl]phenyl}-acetamide (10.9 g, 36 mmol) in THF (350 mL) cooled to 0° C. was added a 1M solution of tetrabutylammonium fluoride in THF (40 mmol, 40 mL). The reaction was diluted with water and extracted two times with EtOAc. The combined organic extractions were washed with water, dried over MgSO4 and concentrated onto silica gel. The crude material was purified by column chromatography to give the desired product (6.4 g, 78%). 1...